Dataset: the Open Reaction Database (ORD), a public repository of structured organic reaction records. Task: describe an organic reaction: reactants, conditions, products, and yield Reactants: ClC1=CC=C2C(=N1)C=CN2S(=O)(=O)C2=CC=CC=C2 (5-chloro-1-(phenylsulfonyl)-1H-pyrrolo[3,2-b]pyridine), C(CCC)[Li] (n-Butyllithium), hexanes, C(C)(C)NC(C)C (N,N-diisopropylamine), CN(C=O)C (N,N-dimethylformamide). The solvent is C1CCOC1 (THF), C1CCOC1 (THF). Run at temperature 0 celsius, time 1 hour. Yields the product ClC1=CC=C2C(=N1)C=C(N2S(=O)(=O)C2=CC=CC=C2)C=O (5-chloro-1-(phenylsulfonyl)-1H-pyrrolo[3,2-b]pyridine-2-carbaldehyde). Reaction SMILES: C([Li])CCC.C(NC(C)C)(C)C.[Cl:13][C:14]1[N:19]=[C:18]2[CH:20]=[CH:21][N:22]([S:23]([C:26]3[CH:31]=[CH:30][CH:29]=[CH:28][CH:27]=3)(=[O:25])=[O:24])[C:17]2=[CH:16][CH:15]=1.CN(C)[CH:34]=[O:35]>C1COCC1>[Cl:13][C:14]1[N:19]=[C:18]2[CH:20]=[C:21]([CH:34]=[O:35])[N:22]([S:23]([C:26]3[CH:31]=[CH:30][CH:29]=[CH:28][CH:27]=3)(=[O:25])=[O:24])[C:17]2=[CH:16][CH:15]=1. Procedure details: 1.6 M n-Butyllithium in hexanes (1.6 mL, 2.6 mmol) was added dropwise to a solution of N,N-diisopropylamine (0.38 mL, 2.7 mmol) in THF (5.5 mL) at −78° C. Upon complete addition, the reaction temperature was raised to 0° C. for 30 minutes. After re-cooling to −78° C., 5-chloro-1-(phenylsulfonyl)-1H-pyrrolo[3,2-b]pyridine (0.50 g, 1.7 mmol, prepared as in Example 2, Step 1) in THF (2.5 mL) was added dropwise. After stirring for 1 hour at −78° C., N,N-dimethylformamide (0.26 mL, 3.4 mmol) was adde... Starting materials: OC1=CC=C(C=C1)C1=CC=C(C=C1)C#N (4'-hydroxy-4-cyanobiphenyl), BrCCCCBr (1,4-dibromobutane). Product: BrCCCCOC1=CC=C(C=C1)C1=CC=C(C=C1)C#N (4'-(4-bromobutyloxy)-4-cyanobiphenyl). Isolated yield 31.0%. As a reaction SMILES: [OH:1][C:2]1[CH:7]=[CH:6][C:5]([C:8]2[CH:13]=[CH:12][C:11]([C:14]#[N:15])=[CH:10][CH:9]=2)=[CH:4][CH:3]=1.[Br:16][CH2:17][CH2:18][CH2:19][CH2:20]Br>>[Br:16][CH2:17][CH2:18][CH2:19][CH2:20][O:1][C:2]1[CH:3]=[CH:4][C:5]([C:8]2[CH:13]=[CH:12][C:11]([C:14]#[N:15])=[CH:10][CH:9]=2)=[CH:6][CH:7]=1. Procedure details: A solution of 4'-hydroxy-4-cyanobiphenyl (11.7 g, 60 mmol) was treated with 1,4-dibromobutane (38.9 g, 0.18 mol, 216) as described in Example 1. Recrystallization of the product from ethanol gave 4'-(4-bromobutyloxy)-4-cyanobiphenyl (6.15 g, 31%): mp 62.5-64° C.; 1H NMR (CDCl3) 7.52(s, 4H), 7.41 and 6.83(2d, 4H), 3.95(t, 2H), 3.42(t, 2H), 1.97(m, 4H); IR (KBr) 2225, 1605, 1581 cm-1. Reactants: BrCC1OCCO1, O=C([O-])[O-], CCOC(=O)c1cccc(O)c1, [I-], [K+], [K+], [Na+], CN(C)C=O. Product: CCOC(=O)c1cccc(OCC2OCCO2)c1. Reaction SMILES: [Br:1][CH2:2][CH:3]1[O:4][CH2:5][CH2:6][O:7]1.[C:20](=[O:21])([O-:22])[O-:23].[CH2:8]([CH3:9])[O:10][C:11]([c:12]1[cH:13][c:14]([OH:18])[cH:15][cH:16][cH:17]1)=[O:19].[I-:27].[K+:24].[K+:25].[Na+:26].[O:28]=[CH:29][N:30]([CH3:31])[CH3:32]>>[CH2:2]([CH:3]1[O:4][CH2:5][CH2:6][O:7]1)[O:18][c:14]1[cH:13][c:12]([C:11]([O:10][CH2:8][CH3:9])=[O:19])[cH:17][cH:16][cH:15]1.